Dataset: the Open Reaction Database (ORD), a public repository of structured organic reaction records. Task: describe an organic reaction: reactants, conditions, products, and yield The reactants are Fc1ccccc1CBr, O=[N+]([O-])c1ccc(O)cc1. Yields the product O=[N+]([O-])c1ccc(OCc2ccccc2F)cc1. As a reaction SMILES: [F:11][c:12]1[c:13]([CH2:14][Br:15])[cH:16][cH:17][cH:18][cH:19]1.[OH:1][c:2]1[cH:3][cH:4][c:5]([N+:8]([O-:9])=[O:10])[cH:6][cH:7]1>>[O:1]([c:2]1[cH:3][cH:4][c:5]([N+:8]([O-:9])=[O:10])[cH:6][cH:7]1)[CH2:14][c:13]1[c:12]([F:11])[cH:19][cH:18][cH:17][cH:16]1. The reactants are [BH4-], O=C([O-])[O-], CC1(C)NC(CO)C(c2ccc(S(C)(=O)=O)cc2)O1, O=C(Cl)C(Cl)Cl, [K+], [K+], [K+], O. The product is CC1(C)OC(c2ccc(S(C)(=O)=O)cc2)C(CO)N1C(=O)C(Cl)Cl. Reaction SMILES: [BH4-:1].[C:22](=[O:23])([O-:24])[O-:25].[CH3:3][C:4]1([CH3:21])[O:5][CH:6]([c:11]2[cH:12][cH:13][c:14]([S:17](=[O:18])(=[O:19])[CH3:20])[cH:15][cH:16]2)[CH:7]([CH2:9][OH:10])[NH:8]1.[Cl:28][CH:29]([Cl:30])[C:31]([Cl:32])=[O:33].[K+:26].[K+:27].[K+:2].[OH2:34]>>[CH3:3][C:4]1([CH3:21])[O:5][CH:6]([c:11]2[cH:12][cH:13][c:14]([S:17](=[O:18])(=[O:19])[CH3:20])[cH:15][cH:16]2)[CH:7]([CH2:9][OH:10])[N:8]1[C:31]([CH:29]([Cl:28])[Cl:30])=[O:33]. The reactants are O=C([O-])[O-], CC#N, O=C(COCCCl)Nc1ccc([N+](=O)[O-])cc1, [K+], [K+]. Yields the product O=C1COCCN1c1ccc([N+](=O)[O-])cc1. RXN SMILES: [C:18](=[O:19])([O-:20])[O-:21].[CH3:24][C:25]#[N:26].[Cl:1][CH2:2][CH2:3][O:4][CH2:5][C:6](=[O:7])[NH:8][c:9]1[cH:10][cH:11][c:12]([N+:15](=[O:16])[O-:17])[cH:13][cH:14]1.[K+:22].[K+:23]>>[CH2:2]1[CH2:3][O:4][CH2:5][C:6](=[O:7])[N:8]1[c:9]1[cH:10][cH:11][c:12]([N+:15](=[O:16])[O-:17])[cH:13][cH:14]1. Starting materials: C(#N)C1=CN=CC(=N1)Cl (6-cyano-2-chloropyrazine), P(=O)([O-])([O-])[O-].[K+].[K+].[K+] (potassium phosphate), C1(CC1)B(O)O (cyclopropylboronic acid). Reagents/catalysts: Cl[Pd]Cl.C1(=CC=CC=C1)P([C-]1C=CC=C1)C1=CC=CC=C1.[C-]1(C=CC=C1)P(C1=CC=CC=C1)C1=CC=CC=C1.[Fe+2] ((1,1′-bis(diphenylphosphino)ferrocene)-dichloropalladium (II)). Run in O1CCCC1 (tetrahydrofuran). Product: C1(CC1)C1=CN=CC(=N1)C#N (6-cyclopropylpyrazine-2-carbonitrile). Yield: 82.0%. Reaction SMILES: [C:1]([C:3]1[N:8]=[C:7](Cl)[CH:6]=[N:5][CH:4]=1)#[N:2].P([O-])([O-])([O-])=O.[K+].[K+].[K+].[CH:18]1(B(O)O)[CH2:20][CH2:19]1>O1CCCC1.Cl[Pd]Cl.C1(P(C2C=CC=CC=2)[C-]2C=CC=C2)C=CC=CC=1.[C-]1(P(C2C=CC=CC=2)C2C=CC=CC=2)C=CC=C1.[Fe+2]>[CH:18]1([C:7]2[N:8]=[C:3]([C:1]#[N:2])[CH:4]=[N:5][CH:6]=2)[CH2:20][CH2:19]1 |f:1.2.3.4,7.8.9.10|. Procedure details: A suspension of 6-cyano-2-chloropyrazine (0.3 g, 2.1 mmol), (1,1′-bis(diphenylphosphino)ferrocene)-dichloropalladium (II) (153.6 mg, 0.21 mmol), potassium phosphate (1.3 g, 6.30 mmol) and cyclopropylboronic acid (0.184 mg, 2.1 mmol) in tetrahydrofuran (25 mL, nitrogen bubbled) was degassed for 15 min. using nitrogen. The reaction mixture was refluxed for 16 h. The reaction mixture was filtered through Celite and the filtrate was concentrated under reduced pressure. The crude material was purifie... Reactants: CC(C1=CC=CC=C1)(C)C(=C)Cl (1-(α,α-dimethylbenzyl)-1-chloroethylene), C(Br)(Br)Br (bromoform), N,N′-dibenzyl-N,N,N′N′-tetramethylethylenediammonium dibromide, [OH-].[K+] (KOH). Solvent: C(Cl)Cl (methylene chloride). The product is CC(C1=CC=CC=C1)(C)C1(C(C1)(Br)Br)Cl (1-(α,α-Dimethylbenzyl)-1-chloro-2,2-dibromocyclopropane). As a reaction SMILES: [CH3:1][C:2]([C:10]([Cl:12])=[CH2:11])([CH3:9])[C:3]1[CH:8]=[CH:7][CH:6]=[CH:5][CH:4]=1.[CH:13]([Br:16])(Br)[Br:14].[OH-].[K+]>C(Cl)Cl>[CH3:9][C:2]([C:10]1([Cl:12])[CH2:11][C:13]1([Br:16])[Br:14])([CH3:1])[C:3]1[CH:4]=[CH:5][CH:6]=[CH:7][CH:8]=1 |f:2.3|. Reported procedure: Into a 100 ml round bottomed flask equipped with magnetic stirring was added 4.5 g (25 mmol) of 1-(α,α-dimethylbenzyl)-1-chloroethylene, 25 g (100 mmol) of bromoform, 27 g of methylene chloride, 0.37 g of N,N′-dibenzyl-N,N,N′N′-tetramethylethylenediammonium dibromide, and 12.4 g (100 mmol) of 45% aqueous KOH. Rapid stirring overnight gave a 20% conversion to the desired cyclopropane. Washing the aqueous layer with water and resubmitting with fresh bromoform, catalyst, and KOH overnight gave furt... Starting materials: [Mg] (magnesium), C(C)OC(CCCCCCCCCl)OCC (1,1-diethoxy-9-chloro nonane), mixture, ClC(C=C)CC (3-chloro-1-pentene), ClCC=CCC (1-chloro-2-pentene), Cl (hydrochloric acid). The solvent is O1CCCC1 (tetrahydrofuran), C(CCC)Cl (butyl chloride), O1CCCC1 (tetrahydrofuran), O1CCCC1 (tetrahydrofuran), CC(=O)C (acetone). Run at temperature 5 celsius, time 5 minute. Product: C(CCCCCCCCCC=CCC)=O (11-tetradecenal). Reaction SMILES: [Mg].C(O[CH:5]([O:15]CC)[CH2:6][CH2:7][CH2:8][CH2:9][CH2:10][CH2:11][CH2:12][CH2:13]Cl)C.Cl[CH:19]([CH2:22][CH3:23])[CH:20]=[CH2:21].ClCC=CCC.Cl>O1CCCC1.CC(C)=O.C(Cl)CCC>[CH:5](=[O:15])[CH2:6][CH2:7][CH2:8][CH2:9][CH2:10][CH2:11][CH2:12][CH2:13][CH2:21][CH:20]=[CH:19][CH2:22][CH3:23]. Procedure details: To 0.48 gm of magnesium in a thoroughly dried flask equipped with condensor and magnetic stirrer was added 2 mls of anhydrous tetrahydrofuran and 0.3 ml of butyl chloride. The mixture was stirred and heated at reflux until reaction initiated (approximately 10 minutes). After 5 minutes, portionwise addition of 3.5 gms of 1,1-diethoxy-9-chloro nonane in 10 ml of tetrahydrofuran was begun. When the addition was complete (15 minutes) the mixture was stirred and heated for 2 hours. It was then cooled...